From a dataset of the Open Reaction Database (ORD), a public repository of structured organic reaction records. describe an organic reaction: reactants, conditions, products, and yield RXN SMILES: [C:1](#[N:2])[c:3]1[cH:4][c:5]([OH:9])[cH:6][cH:7][cH:8]1.[CH3:34][N:35]([CH3:36])[CH:37]=[O:38].[H-:10].[I-:27].[K+:26].[Na+:11].[Na+:28].[Na+:29].[O-:30][C:31](=[O:32])[O-:33].[OH2:39].[c:12]1(-[c:18]2[cH:19][cH:20][c:21]([CH2:22][Cl:23])[cH:24][cH:25]2)[cH:13][cH:14][cH:15][cH:16][cH:17]1>>[C:1](#[N:2])[c:3]1[cH:4][c:5]([O:9][CH2:22][c:21]2[cH:20][cH:19][c:18](-[c:12]3[cH:13][cH:14][cH:15][cH:16][cH:17]3)[cH:25][cH:24]2)[cH:6][cH:7][cH:8]1. The product is N#Cc1cccc(OCc2ccc(-c3ccccc3)cc2)c1. Reactants: N#Cc1cccc(O)c1, CN(C)C=O, [H-], [I-], [K+], [Na+], [Na+], [Na+], O=C([O-])[O-], O, ClCc1ccc(-c2ccccc2)cc1. Reactants: CCO, ClCCl, NN, O=C1c2ccccc2C(=O)N1Cc1nnc[nH]c1=O. Reaction SMILES: [CH3:25][CH2:26][OH:27].[Cl:22][CH2:23][Cl:24].[NH2:20][NH2:21].[O:1]=[c:2]1[nH:3][cH:4][n:5][n:6][c:7]1[CH2:8][N:9]1[C:10](=[O:11])[c:12]2[c:13]([cH:14][cH:15][cH:16][cH:17]2)[C:18]1=[O:19]>>[O:1]=[c:2]1[nH:3][cH:4][n:5][n:6][c:7]1[CH2:8][NH2:9]. Yields the product NCc1nnc[nH]c1=O. Starting materials: N1(CCCC1)C/C=C(\C1=CC=C(C=C1)C)/C1=CC=CC(=N1)/C=C/C(=O)O ((E)-3-{6-[3-pyrrolidino-1-(4-tolyl)prop-1E-enyl]-2-pyridyl}acrylic acid), ester, Wittig reagent. Reagents/catalysts: [Ni] (Raney nickel). Solvent: alcohol. The product is N1(CCCC1)C/C=C(\C1=CC=C(C=C1)C)/C1=CC=CC(=N1)CCC(=O)O (3-{6-[3-Pyrrolidino-1-(4-tolyl)prop-1E-enyl]-2-pyridyl}propionic acid). RXN SMILES: [N:1]1([CH2:6]/[CH:7]=[C:8](/[C:16]2[N:21]=[C:20](/[CH:22]=[CH:23]/[C:24]([OH:26])=[O:25])[CH:19]=[CH:18][CH:17]=2)\[C:9]2[CH:14]=[CH:13][C:12]([CH3:15])=[CH:11][CH:10]=2)[CH2:5][CH2:4][CH2:3][CH2:2]1>[Ni]>[N:1]1([CH2:6]/[CH:7]=[C:8](/[C:16]2[N:21]=[C:20]([CH2:22][CH2:23][C:24]([OH:26])=[O:25])[CH:19]=[CH:18][CH:17]=2)\[C:9]2[CH:14]=[CH:13][C:12]([CH3:15])=[CH:11][CH:10]=2)[CH2:5][CH2:4][CH2:3][CH2:2]1. Procedure details: A solution of compound 2, vide supra, (3 g) in alcohol (100 mL) containing Raney nickel (1 g) was stirred under hydrogen at room temperature and pressure until the calculated quantity of hydrogen had been absorbed (ca. 45 minutes). The reduced ester was recovered by filtration and evaporation and purified by column chromatography on silica gel using petroleum ether as eluent. Butyllithium (10 mL, 1.64M in hexane) was added under nitrogen to a stirred suspension of triphenyl-2-pyrrolidinoethylpho...